This data is from the Open Reaction Database (ORD), a public repository of structured organic reaction records. The task is: describe an organic reaction: reactants, conditions, products, and yield Starting materials: [N+](=O)([O-])C1=CC=C(C=C1)N1CCC(CC1)C(=O)OCC (Ethyl 1-(4-nitrophenyl)piperidine-4-carboxylate), [NH4+].[Cl-] (NH4Cl). Reagents/catalysts: [Fe] (Fe). The solvent is CO (MeOH). Conditions: temperature 80 celsius, time 5 hour. The product is NC1=CC=C(C=C1)N1CCC(CC1)C(=O)OCC (Ethyl 1-(4-aminophenyl)piperidine-4-carboxylate). The yield is 102.2%. RXN SMILES: [N+:1]([C:4]1[CH:9]=[CH:8][C:7]([N:10]2[CH2:15][CH2:14][CH:13]([C:16]([O:18][CH2:19][CH3:20])=[O:17])[CH2:12][CH2:11]2)=[CH:6][CH:5]=1)([O-])=O.[NH4+].[Cl-]>CO.[Fe]>[NH2:1][C:4]1[CH:9]=[CH:8][C:7]([N:10]2[CH2:11][CH2:12][CH:13]([C:16]([O:18][CH2:19][CH3:20])=[O:17])[CH2:14][CH2:15]2)=[CH:6][CH:5]=1 |f:1.2|. Procedure: To a solution of compound 18a (15.0 g, 51.2 mmol) in MeOH (100 mL) was added Fe (9.06 g, 162 mmol) and saturated NH4Cl solution (100 mL). The resulting solution was stirred at 80° C. for 5 h. After cooling to rt, the mixture was extracted with EtOAc (200 mL). The organic layer was washed with brine, dried over Na2SO4 and concentrated under reduced pressure. The residue was purified by flash column chromatography on silica gel, eluting with EtOAc/petroleum ether (1:5 v/v) to obtain compound 18b a... Starting materials: CC(C)(C)c1cc(NC(=O)Nc2cccc(O)c2)no1, O=C([O-])[O-], CC(C)O, COCCOc1cc2c(Cl)ncnc2cc1OC, [Cs+], [Cs+]. The product is COCCOc1cc2c(Oc3cccc(NC(=O)Nc4cc(C(C)(C)C)on4)c3)ncnc2cc1OC. As a reaction SMILES: [C:1]([CH3:2])([CH3:3])([CH3:4])[c:5]1[cH:6][c:7]([NH:10][C:11](=[O:12])[NH:13][c:14]2[cH:15][c:16]([OH:20])[cH:17][cH:18][cH:19]2)[n:8][o:9]1.[C:39](=[O:40])([O-:41])[O-:42].[CH:45]([OH:46])([CH3:47])[CH3:48].[Cl:21][c:22]1[n:23][cH:24][n:25][c:26]2[cH:27][c:28]([O:37][CH3:38])[c:29]([O:32][CH2:33][CH2:34][O:35][CH3:36])[cH:30][c:31]12.[Cs+:43].[Cs+:44]>>[C:1]([CH3:2])([CH3:3])([CH3:4])[c:5]1[cH:6][c:7]([NH:10][C:11](=[O:12])[NH:13][c:14]2[cH:15][c:16]([O:20][c:22]3[n:23][cH:24][n:25][c:26]4[cH:27][c:28]([O:37][CH3:38])[c:29]([O:32][CH2:33][CH2:34][O:35][CH3:36])[cH:30][c:31]34)[cH:17][cH:18][cH:19]2)[n:8][o:9]1.